This data is from the Open Reaction Database (ORD), a public repository of structured organic reaction records. The task is: describe an organic reaction: reactants, conditions, products, and yield The reactants are C(#N)C=1C=C2C(=NC1)NC=C2C=2C=C(CNC(=O)C=1C(N(C=CC1)CC1=CC(=C(C=C1)F)F)=O)C=CC2 (1-(3,4-Difluoro-benzyl)-2-oxo-1,2-dihydro-pyridine-3-carboxylic acid 3-(5-cyano-1H-pyrrolo[2,3-b]pyridin-3-yl)-benzylamide), N1=C2C(=NC=C1)NC=C2 (5H-Pyrrolo[2,3-b]pyrazine), substituted bicyclic heterocycle, FC=1C=C(CN2C(C(=CC=C2)C(=O)NCC=2C=C(C=CC2)B(O)O)=O)C=CC1F (3-({[1-(3,4-Difluoro-benzyl)-2-oxo-1,2-dihydro-pyridine-3-carbonyl]-amino}-methyl)-phenylboronic acid), [B] (boron). The product is N1=C2C(=NC=C1)NC=C2C=2C=C(CNC(=O)C=1C(N(C=CC1)CC1=CC(=C(C=C1)F)F)=O)C=CC2 (1-(3,4-Difluoro-benzyl)-2-oxo-1,2-dihydro-pyridine-3-carboxylic acid 3-(5H-pyrrolo[2,3-b]pyrazin-7-yl)-benzylamide). Reaction SMILES: C(C1C=[C:5]2[C:11]([C:12]3[CH:13]=[C:14]([CH:35]=[CH:36][CH:37]=3)[CH2:15][NH:16][C:17]([C:19]3[C:20](=[O:34])[N:21]([CH2:25][C:26]4[CH:31]=[CH:30][C:29]([F:32])=[C:28]([F:33])[CH:27]=4)[CH:22]=[CH:23][CH:24]=3)=[O:18])=[CH:10][NH:9][C:6]2=[N:7]C=1)#N.FC1C=[C:41](C=CC=1F)[CH2:42][N:43]1C=CC=C(C(NCC2C=C(B(O)O)C=CC=2)=O)C1=O.[B].N1C=CN=C2NC=CC=12>>[N:43]1[CH:42]=[CH:41][N:7]=[C:6]2[NH:9][CH:10]=[C:11]([C:12]3[CH:13]=[C:14]([CH:35]=[CH:36][CH:37]=3)[CH2:15][NH:16][C:17]([C:19]3[C:20](=[O:34])[N:21]([CH2:25][C:26]4[CH:31]=[CH:30][C:29]([F:32])=[C:28]([F:33])[CH:27]=4)[CH:22]=[CH:23][CH:24]=3)=[O:18])[C:5]=12. Procedure details: Except where indicated, 1-(3,4-Difluoro-benzyl)-2-oxo-1,2-dihydro-pyridine-3-carboxylic acid 3-(5H-pyrrolo[2,3-b]pyrazin-7-yl)-benzylamide was synthesized as per Example 68, 1-(3,4-Difluoro-benzyl)-2-oxo-1,2-dihydro-pyridine-3-carboxylic acid 3-(5-cyano-1H-pyrrolo[2,3-b]pyridin-3-yl)-benzylamide using 3-({[1-(3,4-Difluoro-benzyl)-2-oxo-1,2-dihydro-pyridine-3-carbonyl]-amino}-methyl)-phenylboronic acid as activated boron species and 5H-Pyrrolo[2,3-b]pyrazine as substituted bicyclic heterocycle, t... Reactants: ClC=1N=C(C2=C(C(=NC(=N2)Cl)N2CCCCC2)N1)N1CCCCC1 (2,6-dichloro-4,8-dipiperidinopyrimidopyrimidine), C1CCOC1 (THF), alkoxide, O (water), [Na] (Sodium), C(C)O (ethanol), C1CCOC1 (THF). Product: C(C)OC=1N=C(C2=C(C(=NC(=N2)OCC)N2CCCCC2)N1)N1CCCCC1 (2,6-Diethoxy-4,8-dipiperidinopyrimidopyrimidine). Yield: 84.0%. RXN SMILES: [Na].[CH2:2]([OH:4])[CH3:3].Cl[C:6]1[N:7]=[C:8]([N:23]2[CH2:28][CH2:27][CH2:26][CH2:25][CH2:24]2)[C:9]2[N:14]=[C:13](Cl)[N:12]=[C:11]([N:16]3[CH2:21][CH2:20][CH2:19][CH2:18][CH2:17]3)[C:10]=2[N:22]=1.O.C1C[O:33][CH2:32][CH2:31]1>>[CH2:2]([O:4][C:6]1[N:7]=[C:8]([N:23]2[CH2:28][CH2:27][CH2:26][CH2:25][CH2:24]2)[C:9]2[N:14]=[C:13]([O:33][CH2:32][CH3:31])[N:12]=[C:11]([N:16]3[CH2:21][CH2:20][CH2:19][CH2:18][CH2:17]3)[C:10]=2[N:22]=1)[CH3:3] |^1:0|. Reported procedure: Sodium metal (0.115 g, 5 mmol) was added to ethanol (0.23 g, 5 mmol) in dry THF (5 ml) and stirred until all had dissolved. Then, 2,6-dichloro-4,8-dipiperidinopyrimidopyrimidine (0.184 g, 0.5 mmol) dissolved in dry THF (10 ml) was added to the alkoxide and the mixture was heated under reflux for 18 hours. After cooling to room temperature water (20 ml) was added and the product extracted into ethyl acetate (4×20 ml). The organic layers were combined, dried (MgSO4), filtered and the solvent remov... Reactants: Fc1cc(Br)ccc1-c1ccccc1, ClCCl, NCCCCO, O=S(=O)(Cl)Cl, c1ccncc1. Product: O=S(=O)(NCCCCO)c1ccc(-c2ccc(Br)cc2F)cc1. RXN SMILES: [Br:6][c:7]1[cH:8][c:9]([F:19])[c:10](-[c:13]2[cH:14][cH:15][cH:16][cH:17][cH:18]2)[cH:11][cH:12]1.[Cl:32][CH2:33][Cl:34].[NH2:20][CH2:21][CH2:22][CH2:23][CH2:24][OH:25].[S:1](=[O:2])(=[O:3])([Cl:4])[Cl:5].[cH:26]1[cH:27][cH:28][n:29][cH:30][cH:31]1>>[S:1](=[O:2])(=[O:3])([c:16]1[cH:15][cH:14][c:13](-[c:10]2[c:9]([F:19])[cH:8][c:7]([Br:6])[cH:12][cH:11]2)[cH:18][cH:17]1)[NH:20][CH2:21][CH2:22][CH2:23][CH2:24][OH:25]. The reactants are OC=1C=NC2=CC(=C(C=C2C1)OC)OC (3-hydroxy-6,7-dimethoxyquinoline), C1(CCCCC1)O (cyclohexanol), C1=CC=C(C=C1)P(C2=CC=CC=C2)C3=CC=CC=C3 (Ph3P), CCOC(=O)/N=N/C(=O)OCC (Diethylazodicarboxylate). The solvent is C1CCOC1 (THF). Yields the product C1(CCCCC1)OC=1C=NC2=CC(=C(C=C2C1)OC)OC (3-Cyclohexyloxy-6,7-dimethoxyquinoline). As a reaction SMILES: [OH:1][C:2]1[CH:3]=[N:4][C:5]2[C:10]([CH:11]=1)=[CH:9][C:8]([O:12][CH3:13])=[C:7]([O:14][CH3:15])[CH:6]=2.[CH:16]1(O)[CH2:21][CH2:20][CH2:19][CH2:18][CH2:17]1.C1C=CC(P(C2C=CC=CC=2)C2C=CC=CC=2)=CC=1.CCOC(/N=N/C(OCC)=O)=O>C1COCC1>[CH:16]1([O:1][C:2]2[CH:3]=[N:4][C:5]3[C:10]([CH:11]=2)=[CH:9][C:8]([O:12][CH3:13])=[C:7]([O:14][CH3:15])[CH:6]=3)[CH2:21][CH2:20][CH2:19][CH2:18][CH2:17]1. Procedure: To a THF solution (30 mL) at 0° C. is added 3-hydroxy-6,7-dimethoxyquinoline (0.237 g, 1.15 mmol), cyclohexanol (0.347 g, 3.46 mmol), Ph3P (0.908 g, 3.46 mmol). Diethylazodicarboxylate is added portionwise until the solution retained a deep red color (0.663 g, 3.81 mmol). After 4 hours the solution is concentrated and the residue chromatographed (50% EtOAc in hexanes). The product is recrystallized from isopropanol/hexanes as the HCl salt as a white solid (m.p. 229-232° C., dec.). Starting materials: COC(=O)c1sc(-c2ccccc2)cc1NC(C)CO, [N-]=[N+]=NP(=O)(c1ccccc1)c1ccccc1, c1ccc(P(c2ccccc2)c2ccccc2)cc1. Yields the product COC(=O)c1sc(-c2ccccc2)cc1NC(C)CN=[N+]=[N-]. RXN SMILES: [CH3:1][O:2][C:3](=[O:4])[c:5]1[s:6][c:7](-[c:15]2[cH:16][cH:17][cH:18][cH:19][cH:20]2)[cH:8][c:9]1[NH:10][CH:11]([CH2:12][OH:13])[CH3:14].[c:21]1([P:22]([c:23]2[cH:24][cH:25][cH:26][cH:27][cH:28]2)(=[O:29])[N:35]=[N+:36]=[N-:37])[cH:30][cH:31][cH:32][cH:33][cH:34]1.[c:38]1([P:39]([c:40]2[cH:41][cH:42][cH:43][cH:44][cH:45]2)[c:46]2[cH:47][cH:48][cH:49][cH:50][cH:51]2)[cH:52][cH:53][cH:54][cH:55][cH:56]1>>[CH3:1][O:2][C:3](=[O:4])[c:5]1[s:6][c:7](-[c:15]2[cH:16][cH:17][cH:18][cH:19][cH:20]2)[cH:8][c:9]1[NH:10][CH:11]([CH2:12][N:35]=[N+:36]=[N-:37])[CH3:14]. The reactants are ClC1=NC=CC(=N1)C=1C=C(C=O)C=CC1 (3-(2-Chloro-pyrimidin-4-yl)-benzaldehyde), C(C)(C)(C)OC(=O)N1C[C@H](NCC1)C (3-(R)Methyl-piperazine-1-carboxylic acid tert-butyl ester), 403. Procedure details: Intermediate 1 was coupled with 3-(R)Methyl-piperazine-1-carboxylic acid tert-butyl ester following procedure B. LC-MS showed the product had the expected M+H+ of 403. The product is C(C)(C)(C)OC(=O)N1CC(N(CC1)CC1=CC(=CC=C1)C1=NC(=NC=C1)Cl)C (4-[3-(2-Chloro-pyrimidin-4-yl)-benzyl]-3-methyl-piperazine-1-carboxylic acid tert-butyl ester). Reaction SMILES: [Cl:1][C:2]1[N:7]=[C:6]([C:8]2[CH:9]=[C:10]([CH:13]=[CH:14][CH:15]=2)[CH:11]=O)[CH:5]=[CH:4][N:3]=1.[C:16]([O:20][C:21]([N:23]1[CH2:28][CH2:27][NH:26][C@H:25]([CH3:29])[CH2:24]1)=[O:22])([CH3:19])([CH3:18])[CH3:17]>>[C:16]([O:20][C:21]([N:23]1[CH2:28][CH2:27][N:26]([CH2:11][C:10]2[CH:13]=[CH:14][CH:15]=[C:8]([C:6]3[CH:5]=[CH:4][N:3]=[C:2]([Cl:1])[N:7]=3)[CH:9]=2)[CH:25]([CH3:29])[CH2:24]1)=[O:22])([CH3:19])([CH3:17])[CH3:18]. The reactants are CC1=C(N=CN1)CSCCNC(=S)N (N-[2-((5-methyl-4-imidazolyl)methylthio)ethyl]thiourea), CI (methyl iodide), CO (methanol). Solvent: CC(=O)C (acetone). Conditions: time 18 hour. The product is I.CSC(NCCSCC=1N=CNC1C)=N (S-Methyl-N-[2-((5-methyl-4-imidazolyl)methylthio)ethyl]isothiourea hydriodide). Isolated yield 62.1%. Reaction SMILES: [CH3:1][C:2]1[NH:6][CH:5]=[N:4][C:3]=1[CH2:7][S:8][CH2:9][CH2:10][NH:11][C:12]([NH2:14])=[S:13].[CH3:15][I:16].CO>CC(C)=O>[IH:16].[CH3:15][S:13][C:12](=[NH:14])[NH:11][CH2:10][CH2:9][S:8][CH2:7][C:3]1[N:4]=[CH:5][NH:6][C:2]=1[CH3:1] |f:4.5|. Reported procedure: A mixture of N-[2-((5-methyl-4-imidazolyl)methylthio)ethyl]thiourea (2.29 g) and methyl iodide (1.56 g) in acetone (45 ml) containing methanol (5 ml) was left at room temperature for 18 hours. Concentration followed by recrystallisation from isopropyl alcohol-petroleum ether (b.p. 60°/80°) gave the title compound (2.3 g) m.p. 128°-131°. Reactants: CCO, O=Cc1ccccc1, O=C1CN2CCC1C2, [Na+], [OH-]. Product: O=C1C(=Cc2ccccc2)N2CCC1C2. As a reaction SMILES: [CH3:19][CH2:20][OH:21].[CH:9](=[O:10])[c:11]1[cH:12][cH:13][cH:14][cH:15][cH:16]1.[N:1]12[CH2:2][C:3](=[O:8])[CH:4]([CH2:5][CH2:6]1)[CH2:7]2.[Na+:18].[OH-:17]>>[N:1]12[C:2](=[CH:9][c:11]3[cH:12][cH:13][cH:14][cH:15][cH:16]3)[C:3](=[O:8])[CH:4]([CH2:5][CH2:6]1)[CH2:7]2. Procedure details: 2-Methyl-5-methoxyaniline (0.3 mole), the dimethyl acetal of 2-chloroacetaldehyde (0.3 mole) and sodium carbonate (20 grams) are charged into a glass reaction flask equipped with a mechanical stirrer. thermometer and reflux condenser. The reaction mixture is heated to about 150°C for a period of about 8 hours. After this time the mixture is filtered and the filtrate is distilled to yield the desired product the dimethyl acetal of 2-(2-methyl-5-methoxyanilino)acetaldehyde. Starting materials: CC1=C(N)C=C(C=C1)OC (2-Methyl-5-methoxyaniline), dimethyl acetal, ClCC=O (2-chloroacetaldehyde), C([O-])([O-])=O.[Na+].[Na+] (sodium carbonate). Conditions: temperature 150 celsius. Yields the product dimethyl acetal, CC1=C(NCC=O)C=C(C=C1)OC (2-(2-methyl-5-methoxyanilino)acetaldehyde). As a reaction SMILES: [CH3:1][C:2]1[CH:8]=[CH:7][C:6]([O:9][CH3:10])=[CH:5][C:3]=1[NH2:4].Cl[CH2:12][CH:13]=[O:14].C(=O)([O-])[O-].[Na+].[Na+]>>[CH3:1][C:2]1[CH:8]=[CH:7][C:6]([O:9][CH3:10])=[CH:5][C:3]=1[NH:4][CH2:12][CH:13]=[O:14] |f:2.3.4|. The reactants are CC(C)(C)P(c1ccccc1-c1ccccc1)C(C)(C)C, CC(C)(C)[O-], Cc1ccccc1, CCCN(CC1CC1)c1ccc(C(F)(F)F)cc1C(C)N(Cc1cc(C(F)(F)F)cc(C(F)(F)F)c1)c1ncc(Br)cn1, CCOC(=O)C1CCNCC1, [Na+], O=C(C=Cc1ccccc1)C=Cc1ccccc1, O=C(C=Cc1ccccc1)C=Cc1ccccc1, O=C(C=Cc1ccccc1)C=Cc1ccccc1, [Pd], [Pd]. Product: CCCN(CC1CC1)c1ccc(C(F)(F)F)cc1C(C)N(Cc1cc(C(F)(F)F)cc(C(F)(F)F)c1)c1ncc(N2CCC(C(=O)OCC)CC2)cn1. Reaction SMILES: [C:50]([P:51]([C:52]([CH3:53])([CH3:54])[CH3:55])[c:56]1[cH:57][cH:58][cH:59][cH:60][c:61]1-[c:62]1[cH:63][cH:64][cH:65][cH:66][cH:67]1)([CH3:68])([CH3:69])[CH3:70].[CH3:44][C:45]([CH3:46])([O-:47])[CH3:48].[CH3:82][c:83]1[cH:84][cH:85][cH:86][cH:87][cH:88]1.[F:1][C:2]([c:3]1[cH:4][c:5]([CH2:6][N:7]([CH:8]([CH3:9])[c:10]2[c:11]([N:20]([CH2:21][CH2:22][CH3:23])[CH2:24][CH:25]3[CH2:26][CH2:27]3)[cH:12][cH:13][c:14]([C:16]([F:17])([F:18])[F:19])[cH:15]2)[c:28]2[n:29][cH:30][c:31]([Br:34])[cH:32][n:33]2)[cH:35][c:36]([C:38]([F:39])([F:40])[F:41])[cH:37]1)([F:42])[F:43].[NH:71]1[CH2:72][CH2:73][CH:74]([C:77](=[O:78])[O:79][CH2:80][CH3:81])[CH2:75][CH2:76]1.[Na+:49].[O:109]=[C:110]([CH:111]=[CH:112][c:113]1[cH:114][cH:115][cH:116][cH:117][cH:118]1)[CH:119]=[CH:120][c:121]1[cH:122][cH:123][cH:124][cH:125][cH:126]1.[O:127]=[C:128]([CH:129]=[CH:130][c:131]1[cH:132][cH:133][cH:134][cH:135][cH:136]1)[CH:137]=[CH:138][c:139]1[cH:140][cH:141][cH:142][cH:143][cH:144]1.[O:91]=[C:92]([CH:93]=[CH:94][c:95]1[cH:96][cH:97][cH:98][cH:99][cH:100]1)[CH:101]=[CH:102][c:103]1[cH:104][cH:105][cH:106][cH:107][cH:108]1.[Pd:89].[Pd:90]>>[F:1][C:2]([c:3]1[cH:4][c:5]([CH2:6][N:7]([CH:8]([CH3:9])[c:10]2[c:11]([N:20]([CH2:21][CH2:22][CH3:23])[CH2:24][CH:25]3[CH2:26][CH2:27]3)[cH:12][cH:13][c:14]([C:16]([F:17])([F:18])[F:19])[cH:15]2)[c:28]2[n:29][cH:30][c:31]([N:71]3[CH2:72][CH2:73][CH:74]([C:77](=[O:78])[O:79][CH2:80][CH3:81])[CH2:75][CH2:76]3)[cH:32][n:33]2)[cH:35][c:36]([C:38]([F:39])([F:40])[F:41])[cH:37]1)([F:42])[F:43].